From a dataset of the Open Reaction Database (ORD), a public repository of structured organic reaction records. describe an organic reaction: reactants, conditions, products, and yield Yields the product CC(OCc1ccccc1)C(=O)NC1CC(n2cnc3c(NCC(c4ccccc4)c4ccccc4)nc(N4CCC(NC(=O)Nc5cccnc5)C4)nc32)C(O)C1O. RXN SMILES: [CH3:67][N:68]1[CH2:69][CH2:70][CH2:71][C:72]1=[O:73].[NH2:1][CH:2]1[CH2:3][N:4]([c:7]2[n:8][c:9]([NH:36][CH2:37][CH:38]([c:39]3[cH:40][cH:41][cH:42][cH:43][cH:44]3)[c:45]3[cH:46][cH:47][cH:48][cH:49][cH:50]3)[c:10]3[n:11][cH:12][n:13]([CH:16]4[CH:17]([OH:35])[CH:18]([OH:34])[CH:19]([NH:21][C:22]([CH:23]([CH3:24])[O:25][CH2:26][c:27]5[cH:28][cH:29][cH:30][cH:31][cH:32]5)=[O:33])[CH2:20]4)[c:14]3[n:15]2)[CH2:5][CH2:6]1.[c:51]1([O:57][C:58](=[O:52])[NH:59][c:60]2[cH:61][n:62][cH:63][cH:64][cH:65]2)[cH:53][cH:54][cH:55][cH:56][cH:66]1>>[NH:1]([CH:2]1[CH2:3][N:4]([c:7]2[n:8][c:9]([NH:36][CH2:37][CH:38]([c:39]3[cH:40][cH:41][cH:42][cH:43][cH:44]3)[c:45]3[cH:46][cH:47][cH:48][cH:49][cH:50]3)[c:10]3[n:11][cH:12][n:13]([CH:16]4[CH:17]([OH:35])[CH:18]([OH:34])[CH:19]([NH:21][C:22]([CH:23]([CH3:24])[O:25][CH2:26][c:27]5[cH:28][cH:29][cH:30][cH:31][cH:32]5)=[O:33])[CH2:20]4)[c:14]3[n:15]2)[CH2:5][CH2:6]1)[C:58](=[O:57])[NH:59][c:60]1[cH:61][n:62][cH:63][cH:64][cH:65]1. Reactants: CN1CCCC1=O, CC(OCc1ccccc1)C(=O)NC1CC(n2cnc3c(NCC(c4ccccc4)c4ccccc4)nc(N4CCC(N)C4)nc32)C(O)C1O, O=C(Nc1cccnc1)Oc1ccccc1.